Dataset: the Open Reaction Database (ORD), a public repository of structured organic reaction records. Task: describe an organic reaction: reactants, conditions, products, and yield Reactants: C(C)S(=O)(=O)N1CCC(CC1)C1=CNC2=C(C=C(C=C12)B1OC(C(O1)(C)C)(C)C)C(=O)N (3-[1-(ethylsulfonyl)-4-piperidinyl]-5-(4,4,5,5-tetramethyl-1,3,2-dioxaborolan-2-yl)-1H-indole-7-carboxamide), BrC=1C=C(C#N)C=C(C1)C=O (3-bromo-5-formylbenzonitrile), C(=O)([O-])[O-].[K+].[K+] (K2CO3), tetrakis(triphenylphosphosphine) palladium (0). Solvent: O1CCOCC1 (dioxane). Reaction conditions: temperature 160 celsius. The product is C(#N)C=1C=C(C=C(C1)C=O)C=1C=C2C(=CNC2=C(C1)C(=O)N)C1CCN(CC1)S(=O)(=O)CC (5-(3-cyano-5-formylphenyl)-3-[1-(ethylsulfonyl)-4-piperidinyl]-1H-indole-7-carboxamide). Reaction SMILES: [CH2:1]([S:3]([N:6]1[CH2:11][CH2:10][CH:9]([C:12]2[C:20]3[C:15](=[C:16]([C:30]([NH2:32])=[O:31])[CH:17]=[C:18](B4OC(C)(C)C(C)(C)O4)[CH:19]=3)[NH:14][CH:13]=2)[CH2:8][CH2:7]1)(=[O:5])=[O:4])[CH3:2].Br[C:34]1[CH:35]=[C:36]([CH:39]=[C:40]([CH:42]=[O:43])[CH:41]=1)[C:37]#[N:38].C([O-])([O-])=O.[K+].[K+]>O1CCOCC1>[C:37]([C:36]1[CH:35]=[C:34]([C:18]2[CH:19]=[C:20]3[C:15](=[C:16]([C:30]([NH2:32])=[O:31])[CH:17]=2)[NH:14][CH:13]=[C:12]3[CH:9]2[CH2:10][CH2:11][N:6]([S:3]([CH2:1][CH3:2])(=[O:4])=[O:5])[CH2:7][CH2:8]2)[CH:41]=[C:40]([CH:42]=[O:43])[CH:39]=1)#[N:38] |f:2.3.4|. Reported procedure: To a solution of 3-[1-(ethylsulfonyl)-4-piperidinyl]-5-(4,4,5,5-tetramethyl-1,3,2-dioxaborolan-2-yl)-1H-indole-7-carboxamide (46 mg, 0.1 mmol) in dioxane (2.0 mL, 0.7 mL) was added 3-bromo-5-formylbenzonitrile (68 mg, 0.3 mmol) and K2CO3 (83 mg, 0.6 mmol) in a microwave tube. The reaction mixture was degassed for 5 min before addition of tetrakis(triphenylphosphosphine) palladium (0) (11 mg, 0.01 mmol). The reaction was heated in a microwave for 20 min at 160° C. It was then purified by Gilson P... The reactants are S(=O)(Cl)Cl (thionyl chloride), C(C)OC1=C(C(=NC=C1C)CO)C (4-ethoxy-3,5-dimethyl-2-pyridylmethanol), CCOCC (ether). Run in C(Cl)Cl (methylene chloride), C(Cl)Cl (methylene chloride). Reaction conditions: time 2 hour. Product: Cl.ClCC1=NC=C(C(=C1C)OCC)C (2-chloromethyl-4-ethoxy-3.5-dimethylpyridine hyrochloride). As a reaction SMILES: [CH2:1]([O:3][C:4]1[C:9]([CH3:10])=[CH:8][N:7]=[C:6]([CH2:11]O)[C:5]=1[CH3:13])[CH3:2].S(Cl)([Cl:16])=O.CCOCC>C(Cl)Cl>[ClH:16].[Cl:16][CH2:11][C:6]1[C:5]([CH3:13])=[C:4]([O:3][CH2:1][CH3:2])[C:9]([CH3:10])=[CH:8][N:7]=1 |f:4.5|. Procedure: 21.0 g of 4-ethoxy-3,5-dimethyl-2-pyridylmethanol, dissolved in 110 ml of methylene chloride, were added dropwise at 0° to 10 ml of thionyl chloride in 220 ml of methylene chloride. After stirring at room temperature for 16 hours 890 ml of ether were added dropwise thereto while cooling and the mixture was stirred at room temperature for a further 2 hours. The separated crystals were filtered off under suction and washed with ether. There was obtained 2-chloromethyl-4-ethoxy-3.5-dimethylpyridine... Reactants: Cn2cnc1ccccc12 (effective_coupling_partner), CCc1ccc(OC)cc1 (substrate). The reagents and catalysts are CDC. Run at temperature 90 celsius, time 16 hour. Product: CCc3ccc(c2nc1ccccc1n2C)cc3. Reactants: FC=1C(=C(C(=C(C1)F)F)F)F (pentafluorobenzene), C(C)(CC)[Li].CCCCCC (sec-butyllithium hexane), FC1=C(C(=C(C(=C1B(C1=C(C(=C(C(=C1F)F)F)F)F)C1=C(C(=C(C(=C1F)F)F)F)F)F)F)F)F.C1(=CC=CC=C1)C (tris(pentafluorophenyl)borane toluene). As a reaction SMILES: [F:1][C:2]1[C:3]([F:11])=[C:4]([F:10])[C:5]([F:9])=[C:6]([F:8])[CH:7]=1.C([Li:16])(CC)C.CCCCCC.[F:23][C:24]1[C:29]([B:30]([C:42]2[C:47]([F:48])=[C:46]([F:49])[C:45]([F:50])=[C:44]([F:51])[C:43]=2[F:52])[C:31]2[C:36]([F:37])=[C:35]([F:38])[C:34]([F:39])=[C:33]([F:40])[C:32]=2[F:41])=[C:28]([F:53])[C:27]([F:54])=[C:26]([F:55])[C:25]=1[F:56].C1(C)C=CC=CC=1>C(OCC)C>[F:1][C:2]1[C:7]([B-:30]([C:31]2[C:36]([F:37])=[C:35]([F:38])[C:34]([F:39])=[C:33]([F:40])[C:32]=2[F:41])([C:42]2[C:47]([F:48])=[C:46]([F:49])[C:45]([F:50])=[C:44]([F:51])[C:43]=2[F:52])[C:29]2[C:28]([F:53])=[C:27]([F:54])[C:26]([F:55])=[C:25]([F:56])[C:24]=2[F:23])=[C:6]([F:8])[C:5]([F:9])=[C:4]([F:10])[C:3]=1[F:11].[Li+:16] |f:1.2,3.4,6.7|. The solvent is C(C)OCC (diethyl ether). Product: FC1=C(C(=C(C(=C1[B-](C1=C(C(=C(C(=C1F)F)F)F)F)(C1=C(C(=C(C(=C1F)F)F)F)F)C1=C(C(=C(C(=C1F)F)F)F)F)F)F)F)F.[Li+] (lithium tetrakis(pentafluorophenyl)borate). Reaction conditions: time 0.5 hour. Reported procedure: To a solution of pentafluorobenzene (4.40 g, 26.2 mmol) and diethyl ether (50 ml) was added dropwise a 20 wt. % sec-butyllithium/hexane solution (7.98 g, 25.0 mmol) while keeping the temperature of the reaction mixture at -55° to -65° C., and, after the completion of dropwise addition, the mixture was stirred for about 0.5 hours while keeping the temperature at -25°-50° C. Thereafter, a 20.0 wt. % tris(pentafluorophenyl)borane/toluene solution (63.8 g, 25.0 mmol was mixed while keeping the tempe... Reactants: CN1C=C(C2=CC(=CC=C12)C#N)CCCNC[C@H]1COC=2C(=C3C=CC(=NC3=CC2)C)O1 ((2S)-1-methyl-3-{3-[(8-methyl-2,3-dihydro-[1,4]dioxino[2,3-f]quinolin-2-ylmethyl)-amino]-proyl}-1H-indole-5-carbonitrile), C=O (formaldehyde), C(#N)[BH3-].[Na+] (sodium cyanoborohydride), C(C)(=O)O (acetic acid). Run in CO (methanol). Reaction conditions: time 2 hour. Yields the product CN1C=C(C2=CC(=CC=C12)C#N)CCCN(CC1COC=2C(=C3C=CC(=NC3=CC2)C)O1)C (1-Methyl-3-{3-[methyl-(8-methyl-2,3-dihydro-[1,4]dioxino[2,3-f]quinolin-2-ylmethyl)-amino]-propyl}-1H-indole-5-carbonitrile). As a reaction SMILES: [CH3:1][N:2]1[C:10]2[C:5](=[CH:6][C:7]([C:11]#[N:12])=[CH:8][CH:9]=2)[C:4]([CH2:13][CH2:14][CH2:15][NH:16][CH2:17][C@@H:18]2[O:32][C:22]3=[C:23]4[C:28](=[CH:29][CH:30]=[C:21]3[O:20][CH2:19]2)[N:27]=[C:26]([CH3:31])[CH:25]=[CH:24]4)=[CH:3]1.C=O.[C:35]([BH3-])#N.[Na+].C(O)(=O)C>CO>[CH3:1][N:2]1[C:10]2[C:5](=[CH:6][C:7]([C:11]#[N:12])=[CH:8][CH:9]=2)[C:4]([CH2:13][CH2:14][CH2:15][N:16]([CH3:35])[CH2:17][CH:18]2[O:32][C:22]3=[C:23]4[C:28](=[CH:29][CH:30]=[C:21]3[O:20][CH2:19]2)[N:27]=[C:26]([CH3:31])[CH:25]=[CH:24]4)=[CH:3]1 |f:2.3|. Reported procedure: To a solution of (2S)-1-methyl-3-{3-[(8-methyl-2,3-dihydro-[1,4]dioxino[2,3-f]quinolin-2-ylmethyl)-amino]-proyl}-1H-indole-5-carbonitrile (0.1 g, 0.23 mmol) and formaldehyde (37 wt. % in water, 0.19 g, 2.3 mmol) in methanol (20 mL) was added sodium cyanoborohydride (0.026 g, 0.41 mmol) and acetic acid (0.027 mL, 0.46 mmol) at room temperature. The mixture was stirred at room temperature under nitrogen for 2 hours, then quenched with 1N NaOH (5 mL). The mixture was extracted with methylene chlori...